The task is: describe an organic reaction: reactants, conditions, products, and yield. This data is from the Open Reaction Database (ORD), a public repository of structured organic reaction records. The reactants are CC(C)(C)CC1NC(C(=O)Nc2ccc(CCNC(=O)OC(C)(C)C)cc2)C(c2cccc(Cl)c2F)C1(C#N)c1ccc(Cl)cc1F, ClCCl, O=C(O)C(F)(F)F. Product: CC(C)(C)CC1NC(C(=O)Nc2ccc(CCN)cc2)C(c2cccc(Cl)c2F)C1(C#N)c1ccc(Cl)cc1F. RXN SMILES: [Cl:1][c:2]1[c:3]([F:47])[c:4]([CH:8]2[CH:9]([C:28](=[O:29])[NH:30][c:31]3[cH:32][cH:33][c:34]([CH2:35][CH2:36][NH:37][C:38](=[O:39])[O:40][C:41]([CH3:42])([CH3:43])[CH3:44])[cH:45][cH:46]3)[NH:10][CH:11]([CH2:23][C:24]([CH3:25])([CH3:26])[CH3:27])[C:12]2([C:13]#[N:14])[c:15]2[c:16]([F:22])[cH:17][c:18]([Cl:21])[cH:19][cH:20]2)[cH:5][cH:6][cH:7]1.[Cl:55][CH2:56][Cl:57].[OH:48][C:49]([C:50]([F:51])([F:52])[F:53])=[O:54]>>[Cl:1][c:2]1[c:3]([F:47])[c:4]([CH:8]2[CH:9]([C:28](=[O:29])[NH:30][c:31]3[cH:32][cH:33][c:34]([CH2:35][CH2:36][NH2:37])[cH:45][cH:46]3)[NH:10][CH:11]([CH2:23][C:24]([CH3:25])([CH3:26])[CH3:27])[C:12]2([C:13]#[N:14])[c:15]2[c:16]([F:22])[cH:17][c:18]([Cl:21])[cH:19][cH:20]2)[cH:5][cH:6][cH:7]1. Starting materials: C(C)(C)(C)OC(NC1CCN(CC1)CC1=CC=2N=C(N=C(C2S1)N1CCOCC1)C1=CC(=CC=C1)O[Si](C)(C)C(C)(C)C)=O ((1-{2-[3-(Tert-butyl-dimethyl-silanyloxy)-phenyl]-4-morpholin-4-yl-thieno[3,2-d]pyrimidin-6-ylmethyl}-piperidin-4-yl)-carbamic acid tert-butyl ester), CCCC[N+](CCCC)(CCCC)CCCC.[F-] (TBAF). The solvent is C1CCOC1 (THF). Yields the product C(C)(C)(C)OC(NC1CCN(CC1)CC1=CC=2N=C(N=C(C2S1)N1CCOCC1)C1=CC(=CC=C1)O)=O ({1-[2-(3-hydroxy-phenyl)-4-morpholin-4-yl-thieno[3,2-d]pyrimidin-6-ylmethyl]-piperidin-4-yl}-carbamic acid tert-butyl ester). Isolated yield 87.3%. RXN SMILES: [C:1]([O:5][C:6](=[O:44])[NH:7][CH:8]1[CH2:13][CH2:12][N:11]([CH2:14][C:15]2[S:23][C:22]3[C:21]([N:24]4[CH2:29][CH2:28][O:27][CH2:26][CH2:25]4)=[N:20][C:19]([C:30]4[CH:35]=[CH:34][CH:33]=[C:32]([O:36][Si](C(C)(C)C)(C)C)[CH:31]=4)=[N:18][C:17]=3[CH:16]=2)[CH2:10][CH2:9]1)([CH3:4])([CH3:3])[CH3:2].CCCC[N+](CCCC)(CCCC)CCCC.[F-]>C1COCC1>[C:1]([O:5][C:6](=[O:44])[NH:7][CH:8]1[CH2:13][CH2:12][N:11]([CH2:14][C:15]2[S:23][C:22]3[C:21]([N:24]4[CH2:29][CH2:28][O:27][CH2:26][CH2:25]4)=[N:20][C:19]([C:30]4[CH:35]=[CH:34][CH:33]=[C:32]([OH:36])[CH:31]=4)=[N:18][C:17]=3[CH:16]=2)[CH2:10][CH2:9]1)([CH3:4])([CH3:2])[CH3:3] |f:1.2|. Procedure: (1-{2-[3-(Tert-butyl-dimethyl-silanyloxy)-phenyl]-4-morpholin-4-yl-thieno[3,2-d]pyrimidin-6-ylmethyl}-piperidin-4-yl)-carbamic acid tert-butyl ester (250 mg, 0.39 mmol) was dissolved in THF (4 mL), to this was added TBAF (1.4 eq., 0.55 mL). After 30 min. the reaction mixture was quenched with silica, evaporated in vacuo and purified by chromatography to give {1-[2-(3-hydroxy-phenyl)-4-morpholin-4-yl-thieno[3,2-d]pyrimidin-6-ylmethyl]-piperidin-4-yl}-carbamic acid tert-butyl ester as a white soli... Starting materials: CCO, O=C(Cl)C(F)(F)F, Nc1c([N+](=O)[O-])cc(C(F)(F)F)cc1[N+](=O)[O-], O=C(O)C(F)(F)F, c1ccncc1. The product is O=C(Nc1c([N+](=O)[O-])cc(C(F)(F)F)cc1[N+](=O)[O-])C(F)(F)F. As a reaction SMILES: [CH3:38][CH2:39][OH:40].[F:24][C:25]([F:26])([F:27])[C:28]([Cl:29])=[O:30].[N+:1](=[O:2])([O-:3])[c:4]1[c:5]([NH2:6])[c:7]([N+:15](=[O:16])[O-:17])[cH:8][c:9]([C:11]([F:12])([F:13])[F:14])[cH:10]1.[OH:31][C:32]([C:33]([F:34])([F:35])[F:36])=[O:37].[cH:18]1[cH:19][cH:20][n:21][cH:22][cH:23]1>>[N+:1](=[O:2])([O-:3])[c:4]1[c:5]([NH:6][C:28]([C:25]([F:24])([F:26])[F:27])=[O:30])[c:7]([N+:15](=[O:16])[O-:17])[cH:8][c:9]([C:11]([F:12])([F:13])[F:14])[cH:10]1. Reactants: BrC=1C=C2C(=NNC(C2=CC1)=O)Cl (6-bromo-4-chloro-2H-phthalazin-1-one), BrC1=CC=C2C(=NNC(C2=C1)=O)Cl (7-bromo-4-chloro-2H-phthalazin-1-one), FC=1C=C(CN)C=CC1 (3-fluorobenzylamine), Pd-2(dba)3, C=1C=CC(=CC1)P(C=2C=CC=CC2)C3=CC=C4C=CC=CC4=C3C5=C6C=CC=CC6=CC=C5P(C=7C=CC=CC7)C=8C=CC=CC8 (rac-BINAP), CC(C)(C)[O-].[Na+] (NaOt-Bu). Run in CCOC(=O)C (EtOAc), CC(=O)N(C)C (DMA). Yields the product ClC1=NNC(C2=CC(=CC=C12)NCC1=CC(=CC=C1)F)=O (4-chloro-7-(3-fluoro-benzylamino)-2H-phthalazin-1-one). RXN SMILES: Br[C:2]1[CH:3]=[C:4]2[C:9](=[CH:10][CH:11]=1)[C:8](=[O:12])[NH:7][N:6]=[C:5]2[Cl:13].BrC1C=C2C(C(Cl)=NNC2=O)=CC=1.[F:27][C:28]1[CH:29]=[C:30]([CH:33]=[CH:34][CH:35]=1)[CH2:31][NH2:32].C1C=CC(P(C2C(C3C(P(C4C=CC=CC=4)C4C=CC=CC=4)=CC=C4C=3C=CC=C4)=C3C(C=CC=C3)=CC=2)C2C=CC=CC=2)=CC=1.CC([O-])(C)C.[Na+]>CC(N(C)C)=O.CCOC(C)=O>[Cl:13][C:5]1[C:4]2[C:9](=[CH:10][C:11]([NH:32][CH2:31][C:30]3[CH:33]=[CH:34][CH:35]=[C:28]([F:27])[CH:29]=3)=[CH:2][CH:3]=2)[C:8](=[O:12])[NH:7][N:6]=1 |f:4.5|. Reported procedure: A mixture 6-bromo-4-chloro-2H-phthalazin-1-one and 7-bromo-4-chloro-2H-phthalazin-1-one (150 mg, 0.58 mmol), 3-fluorobenzylamine (0.08 mL, 0.70 mmol), Pd-2(dba)3 (43 mg, 0.047 mmol), rac-BINAP (118 mg, 0.190 mmol) and NaOt-Bu (139 mg, 1.45 mmol) in DMA (8 mL) was heated at 80° C. for 40 min. The mixture was allowed to cool, diluted with EtOAc (25 mL) and washed with water (25 mL). The organic layer was dried over anhydrous sodium sulfate and concentrated. Chromatography on silica (EtOAc/hexanes)...